Dataset: the Open Reaction Database (ORD), a public repository of structured organic reaction records. Task: describe an organic reaction: reactants, conditions, products, and yield Starting materials: CC(C)(C)OC(=O)CN1C(=O)C(N)CCc2ccccc21, O, Cc1ccc(S(=O)(=O)O)cc1. Product: CCOC(=O)CN1C(=O)C(N)CCc2ccccc21. Reaction SMILES: [NH2:1][CH:2]1[C:3](=[O:21])[N:4]([CH2:13][C:14](=[O:15])[O:16][C:17]([CH3:18])([CH3:19])[CH3:20])[c:5]2[c:6]([cH:9][cH:10][cH:11][cH:12]2)[CH2:7][CH2:8]1.[OH2:33].[c:22]1([CH3:23])[cH:24][cH:25][c:26]([S:27]([OH:28])(=[O:29])=[O:30])[cH:31][cH:32]1>>[NH2:1][CH:2]1[C:3](=[O:21])[N:4]([CH2:13][C:14](=[O:15])[O:16][CH2:17][CH3:18])[c:5]2[c:6]([cH:9][cH:10][cH:11][cH:12]2)[CH2:7][CH2:8]1.